The task is: describe an organic reaction: reactants, conditions, products, and yield. This data is from the Open Reaction Database (ORD), a public repository of structured organic reaction records. Reactants: C(CCC)NC(=O)OC=1C=C(NC(CC(C)(OC)OC)=O)C=CC1 (m-(n-butylcarbamoyloxy)-3,3-dimethoxy-butyranilide). Run in C1(=CC=CC=C1)C (toluene). Reaction conditions: temperature 140 celsius, time 2 hour. The product is C(CCC)NC(=O)OC=1C=C(NC(\C=C(\C)/OC)=O)C=CC1 (m-(n-butylcarbamoyloxy)-3-methoxy-crotonanilide). Isolated yield 84.8%. As a reaction SMILES: [CH2:1]([NH:5][C:6]([O:8][C:9]1[CH:10]=[C:11]([CH:22]=[CH:23][CH:24]=1)[NH:12][C:13](=[O:21])[CH2:14][C:15](OC)([O:17][CH3:18])[CH3:16])=[O:7])[CH2:2][CH2:3][CH3:4]>C1(C)C=CC=CC=1>[CH2:1]([NH:5][C:6]([O:8][C:9]1[CH:10]=[C:11]([CH:22]=[CH:23][CH:24]=1)[NH:12][C:13](=[O:21])/[CH:14]=[C:15](\[O:17][CH3:18])/[CH3:16])=[O:7])[CH2:2][CH2:3][CH3:4]. Procedure: A mixture of 43 g of m-(n-butylcarbamoyloxy)-3,3-dimethoxy-butyranilide and 400 ml of toluene were stirred at 140°C. for 2 hours while removing the methanol formed and was then cooled and vacuum filtered to obtain 33 g of m-(n-butylcarbamoyloxy)-3-methoxy-crotonanilide (isomer E) melting at 166°C. Reactants: COC(=O)c1ccccc1S, COCCOC, [Cu]I, Cc1cc(C)cc(I)c1, [K+], [K+], O=C([O-])[O-]. Product: COC(=O)c1ccccc1Sc1cc(C)cc(C)c1. Reaction SMILES: [C:10]([c:11]1[c:12]([SH:13])[cH:14][cH:15][cH:16][cH:17]1)(=[O:18])[O:19][CH3:20].[CH3:29][O:30][CH2:31][CH2:32][O:33][CH3:34].[Cu:27][I:28].[I:1][c:2]1[cH:3][c:4]([CH3:9])[cH:5][c:6]([CH3:8])[cH:7]1.[K+:21].[K+:22].[O-:23][C:24]([O-:25])=[O:26]>>[c:2]1([S:13][c:12]2[c:11]([C:10](=[O:18])[O:19][CH3:20])[cH:17][cH:16][cH:15][cH:14]2)[cH:3][c:4]([CH3:9])[cH:5][c:6]([CH3:8])[cH:7]1.